Dataset: the Open Reaction Database (ORD), a public repository of structured organic reaction records. Task: describe an organic reaction: reactants, conditions, products, and yield The reactants are COC(=O)C(CC1CCC2(C1)OCCCO2)c1ccc(S(C)(=O)=O)c(Cl)c1, Cl, C1CCOC1. Yields the product COC(=O)C(CC1CCC(=O)C1)c1ccc(S(C)(=O)=O)c(Cl)c1. Reaction SMILES: [CH3:1][O:2][C:3]([CH:4]([CH2:5][CH:6]1[CH2:7][C:8]2([CH2:9][CH2:10]1)[O:11][CH2:15][CH2:14][CH2:13][O:12]2)[c:16]1[cH:17][c:18]([Cl:26])[c:19]([S:22](=[O:23])(=[O:24])[CH3:25])[cH:20][cH:21]1)=[O:27].[ClH:28].[O:29]1[CH2:30][CH2:31][CH2:32][CH2:33]1>>[CH3:1][O:2][C:3]([CH:4]([CH2:5][CH:6]1[CH2:7][C:8](=[O:11])[CH2:9][CH2:10]1)[c:16]1[cH:17][c:18]([Cl:26])[c:19]([S:22](=[O:23])(=[O:24])[CH3:25])[cH:20][cH:21]1)=[O:27]. Starting materials: C=C1CC(NC(=O)OC(C)(C)C)C(C(=O)OC)C1, CO, [Li+], [OH-], O, O. RXN SMILES: [CH3:1][O:2][C:3](=[O:4])[CH:5]1[CH:6]([NH:11][C:12](=[O:13])[O:14][C:15]([CH3:16])([CH3:17])[CH3:18])[CH2:7][C:8](=[CH2:10])[CH2:9]1.[CH3:22][OH:23].[Li+:20].[OH-:19].[OH2:21].[OH2:24]>>[O:2]=[C:3]([OH:4])[CH:5]1[CH:6]([NH:11][C:12](=[O:13])[O:14][C:15]([CH3:16])([CH3:17])[CH3:18])[CH2:7][C:8](=[CH2:10])[CH2:9]1. Yields the product C=C1CC(NC(=O)OC(C)(C)C)C(C(=O)O)C1. The reagents and catalysts are [Cu](I)I (copper iodide). Run at temperature 70 celsius, time 16 hour. The product is NC=1N=CC2=C(N1)CCN(C2)C=2C(N(C=CC2C)C2=CSC=C2)=O (3-(2-amino-7,8-dihydropyrido[4,3-d]pyrimidin-6(5H)-yl)-4-methyl-1-(3-thienyl)pyridin-2(1H)-one). The yield is 33.4%. As a reaction SMILES: [NH2:1][C:2]1[N:3]=[CH:4][C:5]2[CH2:11][N:10]([C:12]3[C:13](=[O:19])[NH:14][CH:15]=[CH:16][C:17]=3[CH3:18])[CH2:9][CH2:8][C:6]=2[N:7]=1.I[C:21]1[CH:25]=[CH:24][S:23][CH:22]=1.CNCCNC.P([O-])([O-])([O-])=O.[K+].[K+].[K+]>CN1CCCC1=O.[Cu](I)I>[NH2:1][C:2]1[N:3]=[CH:4][C:5]2[CH2:11][N:10]([C:12]3[C:13](=[O:19])[N:14]([C:21]4[CH:25]=[CH:24][S:23][CH:22]=4)[CH:15]=[CH:16][C:17]=3[CH3:18])[CH2:9][CH2:8][C:6]=2[N:7]=1 |f:3.4.5.6|. Reported procedure: A degassed solution of 3-(2-amino-7,8-dihydropyrido[4,3-d]pyrimidin-6(5H)-yl)-4-methylpyridin-2(1H)-one (26 mg, 0.097 mmol), 3-iodothiophene (23 mg, 0.102 mmol), N1,N2-dimethylethane-1,2-diamine (5 mg, 0.049 mmol), copper iodide (4 mg, 0.020 mmol), and potassium phosphate (41 mg, 0.194 mmol) in 2 mL of N-methylpyrrolidone was heated to 70° C. After allowing the reaction to stir overnight (16 h) at 70° C., the reaction was complete and therefore allowed to cool to room temperature. The reaction w... Run in CN1C(CCC1)=O (N-methylpyrrolidone). Starting materials: NC=1N=CC2=C(N1)CCN(C2)C=2C(NC=CC2C)=O (3-(2-amino-7,8-dihydropyrido[4,3-d]pyrimidin-6(5H)-yl)-4-methylpyridin-2(1H)-one), IC1=CSC=C1 (3-iodothiophene), CNCCNC (N1,N2-dimethylethane-1,2-diamine), P(=O)([O-])([O-])[O-].[K+].[K+].[K+] (potassium phosphate). The reactants are N1C=C(C2=CC=CC=C12)CCO (2-(indol-3-yl)-ethanol), N(=NC(=O)N1CCCCC1)C(=O)N1CCCCC1 (1,1'-(azodicarbonyl)dipiperidine), OC1=CC=C(CC2C(N(C(S2)=O)C(C2=CC=CC=C2)(C2=CC=CC=C2)C2=CC=CC=C2)=O)C=C1 (5-(4-hydroxybenzyl)-3-triphenylmethylthiazolidine-2,4-dione), C(CCC)P(CCCC)CCCC (tributylphosphine). The solvent is C1=CC=CC=C1 (benzene). Yields the product N1C=C(C2=CC=CC=C12)CCOC1=CC=C(CC2C(N(C(S2)=O)C(C2=CC=CC=C2)(C2=CC=CC=C2)C2=CC=CC=C2)=O)C=C1 (5-{4-[2-(Indol-3-yl)ethoxy]benzyl}-3-triphenylmethylthiazolidine-2,4-dione). Yield: 16.1%. Reaction SMILES: [NH:1]1[C:9]2[C:4](=[CH:5][CH:6]=[CH:7][CH:8]=2)[C:3]([CH2:10][CH2:11][OH:12])=[CH:2]1.O[C:14]1[CH:46]=[CH:45][C:17]([CH2:18][CH:19]2[S:23][C:22](=[O:24])[N:21]([C:25]([C:38]3[CH:43]=[CH:42][CH:41]=[CH:40][CH:39]=3)([C:32]3[CH:37]=[CH:36][CH:35]=[CH:34][CH:33]=3)[C:26]3[CH:31]=[CH:30][CH:29]=[CH:28][CH:27]=3)[C:20]2=[O:44])=[CH:16][CH:15]=1.C(P(CCCC)CCCC)CCC.N(C(N1CCCCC1)=O)=NC(N1CCCCC1)=O>C1C=CC=CC=1>[NH:1]1[C:9]2[C:4](=[CH:5][CH:6]=[CH:7][CH:8]=2)[C:3]([CH2:10][CH2:11][O:12][C:14]2[CH:46]=[CH:45][C:17]([CH2:18][CH:19]3[S:23][C:22](=[O:24])[N:21]([C:25]([C:38]4[CH:43]=[CH:42][CH:41]=[CH:40][CH:39]=4)([C:32]4[CH:33]=[CH:34][CH:35]=[CH:36][CH:37]=4)[C:26]4[CH:31]=[CH:30][CH:29]=[CH:28][CH:27]=4)[C:20]3=[O:44])=[CH:16][CH:15]=2)=[CH:2]1. Procedure: A procedure similar to that described in Preparation 4 was repeated, except that 5.0 g of 2-(indol-3-yl)-ethanol, 14.4 g of 5-(4-hydroxybenzyl)-3-triphenylmethylthiazolidine-2,4-dione, 7.73 ml of tributylphosphine, 7.83 g of 1,1'-(azodicarbonyl)dipiperidine and 150 ml of anhydrous benzene were used, to give 3.03 g of the title compound, melting at 81.0-82.5° C. Product: O=CC(=O)c1ccc(OCCc2ccccc2)cc1. As a reaction SMILES: [BrH:19].[CH2:1]([CH2:2][c:3]1[cH:4][cH:5][cH:6][cH:7][cH:8]1)[O:9][c:10]1[cH:11][cH:12][c:13]([C:16]([CH3:17])=[O:18])[cH:14][cH:15]1.[CH3:21][S:22]([CH3:23])=[O:24].[OH2:20]>>[CH2:1]([CH2:2][c:3]1[cH:4][cH:5][cH:6][cH:7][cH:8]1)[O:9][c:10]1[cH:11][cH:12][c:13]([C:16]([CH:17]=[O:20])=[O:18])[cH:14][cH:15]1. The reactants are Br, CC(=O)c1ccc(OCCc2ccccc2)cc1, CS(C)=O, O. Starting materials: ClC1=NC=CC(=N1)C=1C=C(CNCC)C=CC1 ([3-(2-chloro-pyrimidin-4-yl)-benzyl]-ethyl-amine), N1=CC(=CC=C1)C=O (pyridine-3-carboxaldehyde), 339. The product is ClC1=NC=CC(=N1)C=1C=C(CN(CC=2C=NC=CC2)CC)C=CC1 ([3-(2-chloro-pyrimidin-4-yl)-benzyl]-ethyl-pyridin-3-ylmethyl-amine). As a reaction SMILES: [Cl:1][C:2]1[N:7]=[C:6]([C:8]2[CH:9]=[C:10]([CH:15]=[CH:16][CH:17]=2)[CH2:11][NH:12][CH2:13][CH3:14])[CH:5]=[CH:4][N:3]=1.[N:18]1[CH:23]=[CH:22][CH:21]=[C:20]([CH:24]=O)[CH:19]=1>>[Cl:1][C:2]1[N:7]=[C:6]([C:8]2[CH:9]=[C:10]([CH:15]=[CH:16][CH:17]=2)[CH2:11][N:12]([CH2:13][CH3:14])[CH2:24][C:20]2[CH:19]=[N:18][CH:23]=[CH:22][CH:21]=2)[CH:5]=[CH:4][N:3]=1. Procedure: Intermediate 22 was coupled with pyridine-3-carboxaldehyde following procedure E. LC-MS showed the product had the expected M+H+ of 339. Reactants: C(C)OC(CC1=CC(=CC=C1)CC(=O)O)=O (1,3-phenylene diacetic acid monoethyl ester), NC1=C(C(=C(C=C1)F)F)S (2-amino-5,6-difluorothiophenol). Product: FC1=C(C2=C(N=C(S2)CC=2C=C(C=CC2)CC(=O)OCC)C=C1)F (ethyl 3-[(6,7-difluorobenzothiazol-2-yl)methyl]phenylacetate). Isolated yield 51.8%. Reaction SMILES: [CH2:1]([O:3][C:4](=[O:16])[CH2:5][C:6]1[CH:11]=[CH:10][CH:9]=[C:8]([CH2:12][C:13](O)=O)[CH:7]=1)[CH3:2].[NH2:17][C:18]1[CH:23]=[CH:22][C:21]([F:24])=[C:20]([F:25])[C:19]=1[SH:26]>>[F:24][C:21]1[CH:22]=[CH:23][C:18]2[N:17]=[C:13]([CH2:12][C:8]3[CH:7]=[C:6]([CH2:5][C:4]([O:3][CH2:1][CH3:2])=[O:16])[CH:11]=[CH:10][CH:9]=3)[S:26][C:19]=2[C:20]=1[F:25]. Procedure details: The procedure of Example 16-i) was repeated using 1,3-phenylene diacetic acid monoethyl ester (2.87 g, 10.5 mmol) and 2-amino-5,6-difluorothiophenol (2.0 g, 11.7 mmol) to obtain ethyl 3-[(6,7-difluorobenzothiazol-2-yl)methyl]phenylacetate (1.89 g, 44%) as a pale yellow oil. Reactants: Cl.C(C)(C)SC1=CC=C(C=C1)C(C(CC)NCCCCCCCC)O (1-(4-isopropylthiophenyl)-2-n-octylamino-1-butanol hydrochloride), C(C)(=O)OC(C)=O (acetic anhydride). Solvent: C(C)#N (acetonitrile). Yields the product Cl.C(C)(=O)OC(C(CC)NCCCCCCCC)C1=CC=C(C=C1)SC(C)C (1-Acetyloxy-1-(4-isopropylthiophenyl)-2-n-octylaminobutane hydrochloride). Reaction SMILES: [ClH:1].[CH:2]([S:5][C:6]1[CH:11]=[CH:10][C:9]([CH:12]([OH:25])[CH:13]([NH:16][CH2:17][CH2:18][CH2:19][CH2:20][CH2:21][CH2:22][CH2:23][CH3:24])[CH2:14][CH3:15])=[CH:8][CH:7]=1)([CH3:4])[CH3:3].[C:26](OC(=O)C)(=[O:28])[CH3:27]>C(#N)C>[ClH:1].[C:26]([O:25][CH:12]([C:9]1[CH:10]=[CH:11][C:6]([S:5][CH:2]([CH3:4])[CH3:3])=[CH:7][CH:8]=1)[CH:13]([NH:16][CH2:17][CH2:18][CH2:19][CH2:20][CH2:21][CH2:22][CH2:23][CH3:24])[CH2:14][CH3:15])(=[O:28])[CH3:27] |f:0.1,4.5|. Procedure: To 20 ml of acetonitrile, 5 gr (13 mmol) of 1-(4-isopropylthiophenyl)-2-n-octylamino-1-butanol hydrochloride and 5.3 g (52 mmol) of acetic anhydride are added successively. The mixture is refluxed for 2.5 hours. When cooling, it abandons a white solid. The latter is filtered off and twice recrystallised from acetonitrile.